Task: describe an organic reaction: reactants, conditions, products, and yield. Dataset: the Open Reaction Database (ORD), a public repository of structured organic reaction records The reactants are COC([C@@](N)(CC1=CNC2=CC=CC=C12)C=C)=O (α-vinyltryptophan methyl ester), CO (methanol), [OH-].[Na+] (sodium hydroxide), Cl (hydrochloric acid), amino acid. The solvent is O (water). The product is Cl (hydrochloric acid), Cl.C(=C)[C@](N)(CC1=CNC2=CC=CC=C12)C(=O)O (α-vinyltryptophan hydrochloride). As a reaction SMILES: C[O:2][C:3](=[O:18])[C@:4]([CH:16]=[CH2:17])([CH2:6][C:7]1[C:15]2[C:10](=[CH:11][CH:12]=[CH:13][CH:14]=2)[NH:9][CH:8]=1)[NH2:5].CO.[OH-].[Na+].[ClH:23]>O>[ClH:23].[ClH:23].[CH:16]([C@@:4]([C:3]([OH:18])=[O:2])([CH2:6][C:7]1[C:15]2[C:10](=[CH:11][CH:12]=[CH:13][CH:14]=2)[NH:9][CH:8]=1)[NH2:5])=[CH2:17] |f:2.3,7.8|. Procedure details: Treatment of α-vinyltryptophan methyl ester in 1.1 methanol:water with two equivalents of sodium hydroxide, neutralization of the reaction mixture with 1 N aqueous hydrochloric acid, and purification of the crude amino acid on DOWEX 50W-X4 cation exchange resin (elution with water and then 2 N aqueous hydrochloric acid) gives α-vinyltryptophan hydrochloride. The reactants are C1(=CC=C(C=C1)C(=O)O)\C=C\C1=CC=C(C=C1)C(=O)O ((E)-stilbene-4,4'-dicarboxylic acid), CO[C@@H]1[C@@H]([C@H]([C@@H]([C@H](O1)COS(=O)(=O)[O-])O[C@H]2[C@@H]([C@H]([C@@H]([C@@H](O2)C(=O)O)O[C@@H]3[C@@H]([C@H]([C@@H]([C@H](O3)COS(=O)(=O)[O-])O[C@H]4[C@@H]([C@H]([C@@H]([C@H](O4)C(=O)O)O[C@@H]5[C@@H]([C@H]([C@@H]([C@H](O5)COS(=O)(=O)[O-])O)O)NS(=O)(=O)[O-])O)O)OS(=O)(=O)[O-])NS(=O)(=O)[O-])O)OS(=O)(=O)[O-])O)NS(=O)(=O)[O-].[Na+].[Na+].[Na+].[Na+].[Na+].[Na+].[Na+].[Na+].[Na+].[Na+] (decasodium salt). Reagents/catalysts: [Pd] (palladium on charcoal). Solvent: O (water). The product is C(CC1=CC=C(C(=O)O)C=C1)C1=CC=C(C(=O)O)C=C1 (4,4'-ethylene-dibenzoic acid), CO[C@@H]1[C@@H]([C@H]([C@@H]([C@H](O1)COS(=O)(=O)[O-])O[C@H]2[C@@H]([C@H]([C@@H]([C@@H](O2)C(=O)O)O[C@@H]3[C@@H]([C@H]([C@@H]([C@H](O3)COS(=O)(=O)[O-])O[C@H]4[C@@H]([C@H]([C@@H]([C@H](O4)C(=O)O)O[C@@H]5[C@@H]([C@H]([C@@H]([C@H](O5)COS(=O)(=O)[O-])O)O)NS(=O)(=O)[O-])O)O)OS(=O)(=O)[O-])NS(=O)(=O)[O-])O)OS(=O)(=O)[O-])O)NS(=O)(=O)[O-].[Na+].[Na+].[Na+].[Na+].[Na+].[Na+].[Na+].[Na+].[Na+].[Na+] (decasodium salt). As a reaction SMILES: [C:1]1(/[CH:10]=[CH:11]/[C:12]2[CH:17]=[CH:16][C:15]([C:18]([OH:20])=[O:19])=[CH:14][CH:13]=2)[CH:6]=[CH:5][C:4]([C:7]([OH:9])=[O:8])=[CH:3][CH:2]=1.[CH3:21][O:22][C@H:23]1[O:28][C@H:27]([CH2:29][O:30][S:31]([O-:34])(=[O:33])=[O:32])[C@@H:26]([O:35][C@@H:36]2[O:41][C@@H:40]([C:42]([OH:44])=[O:43])[C@@H:39]([O:45][C@H:46]3[O:51][C@H:50]([CH2:52][O:53][S:54]([O-:57])(=[O:56])=[O:55])[C@@H:49]([O:58][C@@H:59]4[O:64][C@H:63]([C:65]([OH:67])=[O:66])[C@@H:62]([O:68][C@H:69]5[O:74][C@H:73]([CH2:75][O:76][S:77]([O-:80])(=[O:79])=[O:78])[C@@H:72]([OH:81])[C@H:71]([OH:82])[C@H:70]5[NH:83][S:84]([O-:87])(=[O:86])=[O:85])[C@H:61]([OH:88])[C@H:60]4[OH:89])[C@H:48]([O:90][S:91]([O-:94])(=[O:93])=[O:92])[C@H:47]3[NH:95][S:96]([O-:99])(=[O:98])=[O:97])[C@H:38]([OH:100])[C@H:37]2[O:101][S:102]([O-:105])(=[O:104])=[O:103])[C@H:25]([OH:106])[C@H:24]1[NH:107][S:108]([O-:111])(=[O:110])=[O:109].[Na+:112].[Na+].[Na+].[Na+].[Na+].[Na+].[Na+].[Na+].[Na+].[Na+]>O.[Pd]>[CH2:11]([C:12]1[CH:13]=[CH:14][C:15]([C:18]([OH:20])=[O:19])=[CH:16][CH:17]=1)[CH2:10][C:1]1[CH:2]=[CH:3][C:4]([C:7]([OH:9])=[O:8])=[CH:5][CH:6]=1.[CH3:21][O:22][C@H:23]1[O:28][C@H:27]([CH2:29][O:30][S:31]([O-:34])(=[O:32])=[O:33])[C@@H:26]([O:35][C@@H:36]2[O:41][C@@H:40]([C:42]([OH:44])=[O:43])[C@@H:39]([O:45][C@H:46]3[O:51][C@H:50]([CH2:52][O:53][S:54]([O-:57])(=[O:56])=[O:55])[C@@H:49]([O:58][C@@H:59]4[O:64][C@H:63]([C:65]([OH:67])=[O:66])[C@@H:62]([O:68][C@H:69]5[O:74][C@H:73]([CH2:75][O:76][S:77]([O-:80])(=[O:78])=[O:79])[C@@H:72]([OH:81])[C@H:71]([OH:82])[C@H:70]5[NH:83][S:84]([O-:87])(=[O:85])=[O:86])[C@H:61]([OH:88])[C@H:60]4[OH:89])[C@H:48]([O:90][S:91]([O-:94])(=[O:93])=[O:92])[C@H:47]3[NH:95][S:96]([O-:99])(=[O:98])=[O:97])[C@H:38]([OH:100])[C@H:37]2[O:101][S:102]([O-:105])(=[O:104])=[O:103])[C@H:25]([OH:106])[C@H:24]1[NH:107][S:108]([O-:111])(=[O:110])=[O:109].[Na+:112].[Na+:112].[Na+:112].[Na+:112].[Na+:112].[Na+:112].[Na+:112].[Na+:112].[Na+:112].[Na+:112] |f:1.2.3.4.5.6.7.8.9.10.11,15.16.17.18.19.20.21.22.23.24.25|. Reported procedure: A solution of 0.2 g of (E)-stilbene-4,4'-dicarboxylic acid bis-(2,3,4,5,6-penta-O-sulfo-D-glucit-1-ylamide) decasodium salt (see Example 2) in 15 ml of water was hydrogenated at room temperature for 3 hours in the presence of 10% palladium on charcoal. The catalyst was filtered off and the filtrate was concentrated. The residue was purified over an ion exchange column and gave 4,4'-ethylene-dibenzoic acid bis-(2,3,4,5,6-penta-O-sulfo-D-glucit-1-ylamide) decasodium salt, [α]D20 -4.8° (c 0.4; wate... The reactants are OC1C(C(=C(C(C1)(C)C)C=CC(C=C)(O[Si](C)(C)C)C)C)=O (1-(4-hydroxy-3-oxo-2,6,6-trimethyl-1-cyclo- hexen-1-yl)-3-methyl-3-trimethylsiloxy-1,4-pentadiene), C1(=CC=CC=C1)S(=O)O (benzenesulfinic acid), [Na] (sodium). Solvent: C(C)(=O)O (acetic acid). Reaction conditions: time 8 hour. The product is OC1C(C(=C(C(C1)(C)C)C=CC(=CCS(=O)(=O)C1=CC=CC=C1)C)C)=O (1-(4-hydroxy-3-oxo-2,6,6-trimethyl-1-cyclohexen-1-yl)-3-methyl-5-benzenesulfonyl-1,3-pentadiene). RXN SMILES: [OH:1][CH:2]1[CH2:7][C:6]([CH3:9])([CH3:8])[C:5]([CH:10]=[CH:11][C:12]([CH3:20])(O[Si](C)(C)C)[CH:13]=[CH2:14])=[C:4]([CH3:21])[C:3]1=[O:22].[C:23]1([S:29]([OH:31])=[O:30])[CH:28]=[CH:27][CH:26]=[CH:25][CH:24]=1.[Na]>C(O)(=O)C>[OH:1][CH:2]1[CH2:7][C:6]([CH3:9])([CH3:8])[C:5]([CH:10]=[CH:11][C:12]([CH3:20])=[CH:13][CH2:14][S:29]([C:23]2[CH:28]=[CH:27][CH:26]=[CH:25][CH:24]=2)(=[O:31])=[O:30])=[C:4]([CH3:21])[C:3]1=[O:22] |^1:31|. Procedure: A solution of 1-(4-hydroxy-3-oxo-2,6,6-trimethyl-1-cyclo- hexen-1-yl)-3-methyl-3-trimethylsiloxy-1,4-pentadiene (200 mg, 0.62 mmol) in 1 ml glacial acetic acid is added benzenesulfinic acid, sodium salt (153 mg, 0.93 mmoles) and the mixture is stirred overnight at ambient temperature. The mixture is concentrated in vacuo and the remanecens is taken up in 10 ml diethylether and 10 ml 1M sodium hydroxide. The aqueous layer is separated and extracted twice with 10 ml diethylether. The combined ethe... Starting materials: C(C)[C@]12[C@H](CC[C@H]2[C@H]2[C@H](CC1)[C@H]1CCC(C=C1CC2)=O)O (13β-ethyl-17β-hydroxy-gon-4-en-3-one), C1(=CC=CC=C1)CCC(=O)Cl (3-phenylpropionyl chloride). The solvent is N1=CC=CC=C1 (pyridine), C1=CC=CC=C1 (benzene). Product: C(C)[C@]12[C@H](CC[C@H]2[C@H]2[C@H](CC1)[C@H]1CCC(C=C1CC2)=O)OC(CCC2=CC=CC=C2)=O (13β-Ethyl-17β-(3-phenylpropionoxy)-gon-4-en-3-one). The yield is 62.3%. Reaction SMILES: [CH2:1]([C@:3]12[CH2:11][CH2:10][C@@H:9]3[C@@H:12]4[C:17]([CH2:18][CH2:19][C@H:8]3[C@@H:7]1[CH2:6][CH2:5][C@@H:4]2[OH:21])=[CH:16][C:15](=[O:20])[CH2:14][CH2:13]4)[CH3:2].[C:22]1([CH2:28][CH2:29][C:30](Cl)=[O:31])[CH:27]=[CH:26][CH:25]=[CH:24][CH:23]=1>N1C=CC=CC=1.C1C=CC=CC=1>[CH2:1]([C@:3]12[CH2:11][CH2:10][C@@H:9]3[C@@H:12]4[C:17]([CH2:18][CH2:19][C@H:8]3[C@@H:7]1[CH2:6][CH2:5][C@@H:4]2[O:21][C:30](=[O:31])[CH2:29][CH2:28][C:22]1[CH:27]=[CH:26][CH:25]=[CH:24][CH:23]=1)=[CH:16][C:15](=[O:20])[CH2:14][CH2:13]4)[CH3:2]. Procedure: Add 13β-ethyl-17β-hydroxy-gon-4-en-3-one (0.11 g.) in dry pyridine (0.35 cc.) at -20° to 3-phenylpropionyl chloride (0.11 g.) in benzene (0.3 cc.). Keep this at -10° for 16 hours, add ice-cold water and extract with a mixture of equal volumes of ether and benzene. Wash the extracts in turn with 2N potassium hydroxide solution, water, 2N hydrochloric acid solution, and brine, and dry. Evaporate solvent to give a residue and recrystallize from a mixture of ether and ethyl acetate to obtain the tit... Starting materials: [O-]S(=O)(=S)[O-].[Na+].[Na+] (Na2S2O3), COC(CCC1=C(C=C(C=C1)F)SC)=O (3-(4-fluoro-2-methylsulfanyl-phenyl)-propionic acid methyl ester), [O-][Mn](=O)(=O)=O.[K+] (KMnO4), C(C)(=O)O (acetic acid). The solvent is O (H2O). Run at time 3 hour. Yields the product COC(CCC1=C(C=C(C=C1)F)S(=O)(=O)C)=O (3-(4-Fluoro-2-methanesulfonyl-phenyl)-propionic acid methyl ester). The yield is 98.0%. As a reaction SMILES: [CH3:1][O:2][C:3](=[O:15])[CH2:4][CH2:5][C:6]1[CH:11]=[CH:10][C:9]([F:12])=[CH:8][C:7]=1SC.[O-][Mn](=O)(=O)=O.[K+].[O-:22][S:23]([O-:26])(=S)=O.[Na+].[Na+].[C:29](O)(=O)C>O>[CH3:1][O:2][C:3](=[O:15])[CH2:4][CH2:5][C:6]1[CH:11]=[CH:10][C:9]([F:12])=[CH:8][C:7]=1[S:23]([CH3:29])(=[O:26])=[O:22] |f:1.2,3.4.5|. Procedure: To a solution of 3-(4-fluoro-2-methylsulfanyl-phenyl)-propionic acid methyl ester (1 g, 4.3 mmol) in acetic acid (10 ml) was added dropwise the solution of KMnO4 (1.3 g, 8.2 mmol) in 10 ml H2O. The mixture was stirred at room temperature for 3 hours, and then poured into saturated Na2S2O3 solution and extracted with ethyl acetate. The organic layer was washed with brine, and then dried over Na2SO4. The product was purified by column chromatography to give the titled compound (1.2 g, yield 98%)